From a dataset of the Open Reaction Database (ORD), a public repository of structured organic reaction records. describe an organic reaction: reactants, conditions, products, and yield Reactants: C(C1=CC=CC=C1)(C1=CC=CC=C1)OC(=O)C=1N2C(C(C2SCC1C=C(C)OS(=O)(=O)C)NC(=O)OC(C)(C)C)=O (2-benzhydryloxycarbonyl-7-t-butoxycarbonylamino-3- (2-mesyloxyprop-1-en-1-yl)-8-oxo-5-thia-1-azabicyclo[4.2.0]oct-2-ene), O.C1(=CC=C(C=C1)S(=O)(=O)O)C (p-toluenesulphonic acid monohydrate). The solvent is C(C)#N (acetonitrile), C(Cl)Cl (methylene chloride), C(C)#N (acetonitrile). Conditions: time 1 hour. Yields the product NC1C2SCC(=C(N2C1=O)C(=O)OC(C1=CC=CC=C1)C1=CC=CC=C1)C=C(C)OS(=O)(=O)C (7-amino-2-benzhydryloxycarbonyl-3-(2-mesyloxyprop-1-en-1-yl)-8-oxo-5-thia-1-azabicyclo[4.2.0]oct-2-ene). Reaction SMILES: [CH:1]([O:14][C:15]([C:17]1[N:18]2[CH:21]([S:22][CH2:23][C:24]=1[CH:25]=[C:26]([O:28][S:29]([CH3:32])(=[O:31])=[O:30])[CH3:27])[CH:20]([NH:33]C(OC(C)(C)C)=O)[C:19]2=[O:41])=[O:16])([C:8]1[CH:13]=[CH:12][CH:11]=[CH:10][CH:9]=1)[C:2]1[CH:7]=[CH:6][CH:5]=[CH:4][CH:3]=1.O.C1(C)C=CC(S(O)(=O)=O)=CC=1>C(#N)C.C(Cl)Cl>[NH2:33][CH:20]1[C:19](=[O:41])[N:18]2[CH:21]1[S:22][CH2:23][C:24]([CH:25]=[C:26]([O:28][S:29]([CH3:32])(=[O:31])=[O:30])[CH3:27])=[C:17]2[C:15]([O:14][CH:1]([C:8]1[CH:9]=[CH:10][CH:11]=[CH:12][CH:13]=1)[C:2]1[CH:7]=[CH:6][CH:5]=[CH:4][CH:3]=1)=[O:16] |f:1.2|. Reported procedure: A solution of the Z form of 2-benzhydryloxycarbonyl-7-t-butoxycarbonylamino-3- (2-mesyloxyprop-1-en-1-yl)-8-oxo-5-thia-1-azabicyclo[4.2.0]oct-2-ene (1 g) in acetonitrile (12 cc) is heated to 38° C. A solution of p-toluenesulphonic acid monohydrate (0.63 g) in acetonitrile (10 cc) is added in the course of 20 minutes and the mixture is then kept at 38° C. for 1 hour. It is diluted with methylene chloride (30 cc) and the solution obtained is washed with a saturated solution of sodium bicarbonate (... The reactants are ( b ), OC1=NC(=NC=C1C(=O)OCC)C1=CC(=CC=C1)[N+](=O)[O-] (ethyl 4-hydroxy-2-(3'-nitrophenyl)pyrimidine-5-carboxylate), ClC1=NC(=NC=C1C(=O)OCC)C1=CC(=CC=C1)[N+](=O)[O-] (ethyl 4-chloro-2-(3'-nitrophenyl)pyrimidine-5-carboxylate), ( c ), ClC1=NC(=NC=C1C(=O)OCC)C1=CC(=CC=C1)[N+](=O)[O-] (ethyl 4-chloro-2-(3'-nitrophenyl)pyrimidine-5-carboxylate), NN (hydrazine), [Cl-].ClC=[N+](C)C ((chloromethylene)dimethylammonium chloride). Solvent: CCOCC (ether), CCCCCC (hexane). Product: N(N)C1=NC(=NC=C1C(=O)OCC)C1=CC(=CC=C1)[N+](=O)[O-] (ethyl 4-hydrazino-2-(3'-nitrophenyl)pyrimidine-5-carboxylate). Yield: 33.0%. RXN SMILES: O[C:2]1[C:7]([C:8]([O:10][CH2:11][CH3:12])=[O:9])=[CH:6][N:5]=[C:4]([C:13]2[CH:18]=[CH:17][CH:16]=[C:15]([N+:19]([O-:21])=[O:20])[CH:14]=2)[N:3]=1.[Cl-].ClC=[N+](C)C.ClC1C(C(OCC)=O)=CN=C(C2C=CC=C([N+]([O-])=O)C=2)N=1.[NH2:49][NH2:50]>CCOCC.CCCCCC>[NH:49]([C:2]1[C:7]([C:8]([O:10][CH2:11][CH3:12])=[O:9])=[CH:6][N:5]=[C:4]([C:13]2[CH:18]=[CH:17][CH:16]=[C:15]([N+:19]([O-:21])=[O:20])[CH:14]=2)[N:3]=1)[NH2:50] |f:1.2|. Procedure details: The title compound was prepared by (a) reaction of diethyl ethoxymethylenemalonate (5 g, 24 mmol) with 3-nitrobenzamidine (5 g, 25 mmol) to afford 86% of ethyl 4-hydroxy-2-(3'-nitrophenyl)pyrimidine-5-carboxylate in analogy to Example 15, (b) reaction of ethyl 4-hydroxy-2-(3'-nitrophenyl)pyrimidine-5-carboxylate (6 g, 21 mmol) with (chloromethylene)dimethylammonium chloride (4 g, 31 mmol) concentration of reaction mixture, followed by hexane and ether wash afford 45% of ethyl 4-chloro-2-(3'-nitr... The reactants are C(C)(=O)OCC (ethyl acetate), ClCC1=NC2=CC=C(C=C2C=C1)C (2-chloromethyl-6-methyl-quinoline), 57733p, CC=1C=C2C=CC(=NC2=CC1)COC=1C=C(N)C=CC1 (3-(6-methyl-2-quinolinylmethoxy)aniline), [H-].[Na+] (NaH), NC=1C=C(C=CC1)O (3-aminophenol). Run in CN(C)C=O (DMF). Run at time 30 minute. Yields the product CC=1C=C2C=CC(=NC2=CC1)COC=1C=C(C=CC1)NC(CC(C(=O)O)(CC)CC)=O (4-[3-(6-methyl-2-quinolinylmethoxy)phenylamino]-2,2-diethyl-4-oxobutanoic acid). Reaction SMILES: [CH3:1][C:2]1[CH:3]=[C:4]2[C:9](=[CH:10][CH:11]=1)[N:8]=[C:7]([CH2:12][O:13][C:14]1[CH:15]=[C:16]([CH:18]=[CH:19][CH:20]=1)[NH2:17])[CH:6]=[CH:5]2.[H-].[Na+].N[C:24]1C=[C:26]([OH:30])[CH:27]=[CH:28][CH:29]=1.ClCC1C=CC2C(=CC=[C:38]([CH3:43])C=2)N=1.[C:44]([O:47]CC)(=[O:46])C>CN(C=O)C>[CH3:1][C:2]1[CH:3]=[C:4]2[C:9](=[CH:10][CH:11]=1)[N:8]=[C:7]([CH2:12][O:13][C:14]1[CH:15]=[C:16]([NH:17][C:26](=[O:30])[CH2:27][C:28]([CH2:29][CH3:24])([CH2:38][CH3:43])[C:44]([OH:47])=[O:46])[CH:18]=[CH:19][CH:20]=1)[CH:6]=[CH:5]2 |f:1.2|. Procedure details: 3-(6-methyl-2-quinolinylmethoxy)aniline: 0.43 g of NaH (95%) is added at 0° to a solution of 1.85 g of 3-aminophenol in 30 ml of DMF and then the batch is stirred for 30 min. at 0°. 3.2 g of 2-chloromethyl-6-methyl-quinoline [see C.A. 82, 57733p and U.S. Pat. No. 3,829,573] in solid form are then added and the batch is stirred for a further one hour at 0° and for another hour at 20°. It is then diluted with ethyl acetate, washed with water, dried over Na2SO4 and concentrated by evaporation. The ... Reactants: CC(=O)N1CC(CCC#N)c2c(C)cc(C)cc21, [K+], [OH-], O. Yields the product CC(=O)N1CC(CCC(=O)O)c2c(C)cc(C)cc21. RXN SMILES: [C:1]([CH3:2])(=[O:3])[N:4]1[CH2:5][CH:6]([CH2:15][CH2:16][C:17]#[N:18])[c:7]2[c:8]([CH3:14])[cH:9][c:10]([CH3:13])[cH:11][c:12]21.[K+:20].[OH-:19].[OH2:21]>>[C:1]([CH3:2])(=[O:3])[N:4]1[CH2:5][CH:6]([CH2:15][CH2:16][C:17](=[O:19])[OH:21])[c:7]2[c:8]([CH3:14])[cH:9][c:10]([CH3:13])[cH:11][c:12]21. Reactants: C(C)(C)(C)OC(=O)N1[C@@H](C(=O)O)CCC1 (1-(tert-butoxycarbonyl)-D-proline), ClC=1C=CC(=C(CNC([C@H]2NCCC2)=O)C1)N1N=NN=C1 (N-[5-chloro-2-(1H-tetraazol-1-yl)benzyl]-L-prolinamide), C(CCl)Cl (EDC), C1=CC2=C(N=C1)N(N=N2)O (HOAt). The solvent is CN(C)C=O (DMF). Product: C(C)(C)(C)OC(=O)N1[C@@H](C(=O)N2[C@H](C(=O)NCC3=C(C=CC(=C3)Cl)N3N=NN=C3)CCC2)CCC1 (1-(tert-Butoxycarbonyl)-D-prolyl-N-[5-chloro-2-(1H-tetraazol-1-yl)benzyl]-L-prolinamide). Reaction SMILES: [C:1]([O:5][C:6]([N:8]1[CH2:15][CH2:14][CH2:13][C@@H:9]1[C:10]([OH:12])=O)=[O:7])([CH3:4])([CH3:3])[CH3:2].[Cl:16][C:17]1[CH:18]=[CH:19][C:20]([N:32]2[CH:36]=[N:35][N:34]=[N:33]2)=[C:21]([CH:31]=1)[CH2:22][NH:23][C:24](=[O:30])[C@@H:25]1[CH2:29][CH2:28][CH2:27][NH:26]1.C(Cl)CCl.C1C=NC2N(O)N=NC=2C=1>CN(C=O)C>[C:1]([O:5][C:6]([N:8]1[CH2:15][CH2:14][CH2:13][C@@H:9]1[C:10]([N:26]1[CH2:27][CH2:28][CH2:29][C@H:25]1[C:24]([NH:23][CH2:22][C:21]1[CH:31]=[C:17]([Cl:16])[CH:18]=[CH:19][C:20]=1[N:32]1[CH:36]=[N:35][N:34]=[N:33]1)=[O:30])=[O:12])=[O:7])([CH3:2])([CH3:3])[CH3:4]. Reported procedure: The title compound was prepared from 1-(tert-butoxycarbonyl)-D-proline (49 mg, 0.23 mmol), N-[5-chloro-2-(1H-tetraazol-1-yl)benzyl]-L-prolinamide (Example 26, Step B, 70 mg, 0.23 mmol, 1.0 equiv), EDC (66 mg, 0.34 mmol, 1.5 equiv) and HOAt (16 mg, 0.11 mmol, 0.5 equiv) in DMF (500 μl) essentially according to the procedure described in Example 26, Step C. Preparative reverse phase HPLC [gradient elution with 95:5 water (+0.1% TFA)/CH3CN (+0.1% TFA) to 5:95 water (+0.1% TFA)/CH3CN (+0.1% TFA)] af... Reactants: C(C)C1=NC2=C(N1C)C=C(C=C2)N2C(C=C(C=C2)O)=O (1-(2-ethyl-1-methyl-1H-benzimidazol-6-yl)-4-hydroxypyridin-2(1H)-one), FC1=CC=C(S1)CO ((5-fluorothiophen-2-yl)methanol), C(CCC)P(CCCC)CCCC (tributylphosphine), N(=NC(=O)N1CCCCC1)C(=O)N1CCCCC1 (1,1′-(azodicarbonyl)dipiperidine). Run in C1CCOC1 (THF). Reaction conditions: temperature 60 celsius, time 4 hour. The product is C(C)C1=NC2=C(N1C)C=C(C=C2)N2C(C=C(C=C2)OCC=2SC(=CC2)F)=O (1-(2-Ethyl-1-methyl-1H-benzimidazol-6-yl)-4-((5-fluorothiophen-2-yl)methoxy)pyridin-2(1H)-one). The yield is 6.9%. RXN SMILES: [CH2:1]([C:3]1[N:7]([CH3:8])[C:6]2[CH:9]=[C:10]([N:13]3[CH:18]=[CH:17][C:16]([OH:19])=[CH:15][C:14]3=[O:20])[CH:11]=[CH:12][C:5]=2[N:4]=1)[CH3:2].[F:21][C:22]1[S:26][C:25]([CH2:27]O)=[CH:24][CH:23]=1.C(P(CCCC)CCCC)CCC.N(C(N1CCCCC1)=O)=NC(N1CCCCC1)=O>C1COCC1>[CH2:1]([C:3]1[N:7]([CH3:8])[C:6]2[CH:9]=[C:10]([N:13]3[CH:18]=[CH:17][C:16]([O:19][CH2:27][C:25]4[S:26][C:22]([F:21])=[CH:23][CH:24]=4)=[CH:15][C:14]3=[O:20])[CH:11]=[CH:12][C:5]=2[N:4]=1)[CH3:2]. Reported procedure: To a solution of 1-(2-ethyl-1-methyl-1H-benzimidazol-6-yl)-4-hydroxypyridin-2(1H)-one (224 mg), (5-fluorothiophen-2-yl)methanol (100 mg) and tributylphosphine (750 mg) in THF (15 ml) was added 1,1′-(azodicarbonyl)dipiperidine (956 mg), and the mixture was stirred at 60° C. for 4 h. The reaction mixture was concentrated in vacuo, and diluted with DCM. The mixture was washed with water and brine successively, dried over Na2SO4, concentrated in vacuo and purified by silica gel column chromatography... The reactants are Cl.NC[C@@H]1C[C@@H](CC2=C(C(=CC=C12)OC)OC)C1=CC=CC=C1 ([1R,3S]1-Aminomethyl-5,6-dimethoxy-3-phenyl-1,2,3,4-tetrahydro-naphthalene hydrochloride), CO (Methanol), B(Br)(Br)Br (Boron tribromide), solution. Solvent: C(Cl)Cl (methylene chloride), C(Cl)Cl (methylene chloride). Conditions: temperature -78 celsius, time 1.5 hour. Yields the product Br.NC[C@@H]1C[C@@H](CC2=C(C(=CC=C12)O)O)C1=CC=CC=C1 ([1R,3S]1-Aminomethyl-5,6-dihydroxy-3-phenyl-1,2,3,4-tetrahydro-naphthalene hydrobromide). Isolated yield 64.0%. As a reaction SMILES: Cl.[NH2:2][CH2:3][C@H:4]1[C:13]2[C:8](=[C:9]([O:16]C)[C:10]([O:14]C)=[CH:11][CH:12]=2)[CH2:7][C@@H:6]([C:18]2[CH:23]=[CH:22][CH:21]=[CH:20][CH:19]=2)[CH2:5]1.B(Br)(Br)[Br:25].CO>C(Cl)Cl>[BrH:25].[NH2:2][CH2:3][C@H:4]1[C:13]2[C:8](=[C:9]([OH:16])[C:10]([OH:14])=[CH:11][CH:12]=2)[CH2:7][C@@H:6]([C:18]2[CH:19]=[CH:20][CH:21]=[CH:22][CH:23]=2)[CH2:5]1 |f:0.1,5.6|. Procedure: [1R,3S]1-Aminomethyl-5,6-dimethoxy-3-phenyl-1,2,3,4-tetrahydro-naphthalene hydrochloride (0.2 g, 0.67 mmol), from Step 1, was suspended in 13 mL of methylene chloride and the suspension was cooled to -78° C. in a dry ice/acetone bath. Boron tribromide (3 mL of a 1M solution in methylene chloride, 3 mmol) was added and the reaction mixture was allowed to warm to ambient temperature, kept at ambient temperature for 1.5 h then cooled to -78° C. Methanol (3 mL) was added to the reaction mixture and ...